Dataset: the Open Reaction Database (ORD), a public repository of structured organic reaction records. Task: describe an organic reaction: reactants, conditions, products, and yield Reactants: CN1CCOCC1 (4-methylmorpholine), C(#N)C=1C=C(C=CC1)NC(C(=O)O)C1=CC=CC=C1 ((3-cyanophenylamino)-2-phenylacetic acid), N1(CCOCC1)C1=CC=C(N)C=C1 (4-morpholin-4-ylaniline), Cl.CN(CCCN=C=NCC)C (N-(3-dimethylaminopropyl)-N′-ethylcarbodiimide hydrochloride), O.OC1=CC=CC=2NN=NC21 (hydroxybenzotriazole hydrate). Solvent: CN(C)C=O (DMF), O (water). Conditions: time 48 hour. Product: C(#N)C=1C=C(C=CC1)NC(C(=O)NC1=CC=C(C=C1)N1CCOCC1)C1=CC=CC=C1 (2-(3-cyanophenylamino)-N-(4-morpholin-4-ylphenyl)-2-phenylacetamide). Reaction SMILES: CN1CCOCC1.[C:8]([C:10]1[CH:11]=[C:12]([NH:16][CH:17]([C:21]2[CH:26]=[CH:25][CH:24]=[CH:23][CH:22]=2)[C:18]([OH:20])=O)[CH:13]=[CH:14][CH:15]=1)#[N:9].[N:27]1([C:33]2[CH:39]=[CH:38][C:36]([NH2:37])=[CH:35][CH:34]=2)[CH2:32][CH2:31][O:30][CH2:29][CH2:28]1.Cl.CN(C)CCCN=C=NCC.O.OC1C2N=NNC=2C=CC=1>CN(C=O)C.O>[C:8]([C:10]1[CH:11]=[C:12]([NH:16][CH:17]([C:21]2[CH:26]=[CH:25][CH:24]=[CH:23][CH:22]=2)[C:18]([NH:37][C:36]2[CH:35]=[CH:34][C:33]([N:27]3[CH2:32][CH2:31][O:30][CH2:29][CH2:28]3)=[CH:39][CH:38]=2)=[O:20])[CH:13]=[CH:14][CH:15]=1)#[N:9] |f:3.4,5.6|. Reported procedure: 87 μl (0.793 mmol) of 4-methylmorpholine are added to a solution of 200 mg (0.793 mmol) of (3-cyanophenylamino)-2-phenylacetic acid, 141 mg (0.793 mmol) of 4-morpholin-4-ylaniline, 152 mg (0.793 mmol) of N-(3-dimethylaminopropyl)-N′-ethylcarbodiimide hydrochloride (DAPECI) and 121 mg (0.793 mmol) of hydroxybenzotriazole hydrate (HOBt) in 3 ml of DMF, and the mixture is stirred at room temperature for 48 hours. The reaction mixture is introduced into water, and the precipitate is filtered off, gi... The reactants are [H-].C(C(C)C)[Al+]CC(C)C (diisobutylaluminum hydride), C1(=CC=CC=C1)C(CC=CC(=O)OCC)C1=CC=CC=C1 (ethyl 5,5-diphenyl-2-pentenoate), O (Water). Run in ClCCl (dichloromethane). Conditions: time 2 day. Product: C1(=CC=CC=C1)C(CC=CCO)C1=CC=CC=C1 (5,5-diphenyl-2-pentene-1-ol). As a reaction SMILES: [C:1]1([CH:7]([C:16]2[CH:21]=[CH:20][CH:19]=[CH:18][CH:17]=2)[CH2:8][CH:9]=[CH:10][C:11](OCC)=[O:12])[CH:6]=[CH:5][CH:4]=[CH:3][CH:2]=1.[H-].C([Al+]CC(C)C)C(C)C.O>ClCCl>[C:16]1([CH:7]([C:1]2[CH:2]=[CH:3][CH:4]=[CH:5][CH:6]=2)[CH2:8][CH:9]=[CH:10][CH2:11][OH:12])[CH:17]=[CH:18][CH:19]=[CH:20][CH:21]=1 |f:1.2|. Reported procedure: 2.22 mg (7.92 mmol) of ethyl 5,5-diphenyl-2-pentenoate was dissolved in 30 ml of dichloromethane. 16.1 ml (15.1 mmol) of diisobutylaluminum hydride (0.94 mol/L: hexane solution) was added to the obtained solution under cooling with ice, and they were stirred at room temperature for 2 days. Water was added to the reaction mixture and they were stirred under cooling with ice. The precipitate thus formed was filtered through Celite. The precipitate was washed with ethyl acetate. The filtrate was co... Solvent: CN(C)C=O (DMF), CN(C)C=O (DMF), CN(C)C=O (DMF), CN(C)C=O (DMF), CN(C)C=O (DMF), CN(C)C=O (DMF). Yield: 8.2%. The reactants are Cc1ccc(C(=O)O)cc1F, Cc1ccccc1N. Reagents/catalysts: [B-](F)(F)(F)F.CN(C)C(=[N+](C)C)ON1C=CC=CC1=O (TPTU), CCN(C(C)C)C(C)C (DIPEA), C1=CC=C2C(=C1)N=NN2O (HOBt). Run at temperature 25 celsius, time 2 hour. The product is Cc1ccc(C(=O)Nc2ccccc2C)cc1F. RXN SMILES: Cc1ccccc1N.Cc1ccc(C(=O)O)cc1F.[B-](F)(F)(F)F.CN(C)C(=[N+](C)C)ON1C=CC=CC1=O.C1=CC=C2C(=C1)N=NN2O.CCN(C(C)C)C(C)C.CN(C)C=O>>Cc1ccc(C(=O)Nc2ccccc2C)cc1F. Reactants: O1C(COC2=CC=C3C(CC(OC3=C2)(C)C)C2=CC=CC=C2)C1 (7-(2,3-epoxypropoxy)-2,2-dimethyl-4-phenylchroman), C(C)(C)N (isopropylamine). Run in C(C)O (ethanol). Yields the product OC(COC1=CC=C2C(CC(OC2=C1)(C)C)C1=CC=CC=C1)CNC(C)C (7-(2-hydroxy-3-isopropylaminopropoxy)-2,2-dimethyl-4-phenylchroman). Isolated yield 73.0%. Reaction SMILES: [O:1]1[CH2:23][CH:2]1[CH2:3][O:4][C:5]1[CH:14]=[C:13]2[C:8]([CH:9]([C:17]3[CH:22]=[CH:21][CH:20]=[CH:19][CH:18]=3)[CH2:10][C:11]([CH3:16])([CH3:15])[O:12]2)=[CH:7][CH:6]=1.[CH:24]([NH2:27])([CH3:26])[CH3:25]>C(O)C>[OH:1][CH:2]([CH2:23][NH:27][CH:24]([CH3:26])[CH3:25])[CH2:3][O:4][C:5]1[CH:14]=[C:13]2[C:8]([CH:9]([C:17]3[CH:18]=[CH:19][CH:20]=[CH:21][CH:22]=3)[CH2:10][C:11]([CH3:15])([CH3:16])[O:12]2)=[CH:7][CH:6]=1. Procedure: A mixture of 7-(2,3-epoxypropoxy)-2,2-dimethyl-4-phenylchroman (6.35 g.), isopropylamine (16 ml) and ethanol (16 ml) was boiled under reflux for 2 days. Removal of the solvent in vacuo gave 7-(2-hydroxy-3-isopropylaminopropoxy)-2,2-dimethyl-4-phenylchroman (6.7 g., 73%) isolated as the hydrochloride salt, m.p. 171°-174° from ether-ethanol. The reactants are ClC1=C(C=CC=C1)C1CC(=NN1C1=CC(=CC=C1)C=1CCN(CC1)C(=O)OC(C)(C)C)C(O)(C(F)(F)F)C(F)(F)F (5-(2-Chloro-phenyl)-1-[3-(1-BOC-1,2,3,6-tetrahydropyridin-4-yl)-phenyl]-3-[di-(trifluoromethyl)-hydroxy-methyl]-4,5-dihydro-1H-pyrazole), Cl (hydrochloric acid). Run in C(C)(=O)OCC (ethyl acetate). Run at time 1 hour. The product is Cl.ClC1=C(C=CC=C1)C1CC(=NN1C1=CC(=CC=C1)C=1CCNCC1)C(O)(C(F)(F)F)C(F)(F)F (5-(2-chloro-phenyl)-1-[3-(1,2,3,6-tetrahydropyridin-4-yl)-phenyl]-3-[di-(trifluoromethyl)-hydroxy-methyl]-4,5-dihydro-1H-pyrazole hydrochloride). Yield: 208.5%. As a reaction SMILES: [Cl:1][C:2]1[CH:7]=[CH:6][CH:5]=[CH:4][C:3]=1[CH:8]1[N:12]([C:13]2[CH:18]=[CH:17][CH:16]=[C:15]([C:19]3[CH2:20][CH2:21][N:22](C(OC(C)(C)C)=O)[CH2:23][CH:24]=3)[CH:14]=2)[N:11]=[C:10]([C:32]([C:38]([F:41])([F:40])[F:39])([C:34]([F:37])([F:36])[F:35])[OH:33])[CH2:9]1.Cl>C(OCC)(=O)C>[ClH:1].[Cl:1][C:2]1[CH:7]=[CH:6][CH:5]=[CH:4][C:3]=1[CH:8]1[N:12]([C:13]2[CH:18]=[CH:17][CH:16]=[C:15]([C:19]3[CH2:20][CH2:21][NH:22][CH2:23][CH:24]=3)[CH:14]=2)[N:11]=[C:10]([C:32]([C:38]([F:41])([F:39])[F:40])([C:34]([F:35])([F:36])[F:37])[OH:33])[CH2:9]1 |f:3.4|. Procedure details: 5-(2-Chloro-phenyl)-1-[3-(1-BOC-1,2,3,6-tetrahydropyridin-4-yl)-phenyl]-3-[di-(trifluoromethyl)-hydroxy-methyl]-4,5-dihydro-1H-pyrazole (350.0 mg, 0.71 mmol) prepared in Example 433 was added to a saturated solution of hydrochloric acid in ethyl acetate (3.0 mL). The reaction mixture was stirred at room temperature for 1 hour and then concentrated under reduced pressure to give 400.0 mg of 5-(2-chloro-phenyl)-1-[3-(1,2,3,6-tetrahydropyridin-4-yl)-phenyl]-3-[di-(trifluoromethyl)-hydroxy-methyl]-4...